Dataset: the Open Reaction Database (ORD), a public repository of structured organic reaction records. Task: describe an organic reaction: reactants, conditions, products, and yield Starting materials: ClC1=C(C=CC(=C1)Cl)[C@@H]1CC(=C(C[C@H]1[N+](=O)[O-])COC=1C=C(C(=O)OC)C=CC1)C=1C=NC=CC1 (methyl 3-{[trans-4-(2,4-dichlorophenyl)-5-nitro-2-pyridin-3-ylcyclohex-1-en-1-yl]methoxy}benzoate). The reagents and catalysts are [Zn] (Zn). Run in CO.C(C)(=O)O (methanol acetic acid). Product: N[C@H]1[C@@H](CC(=C(C1)COC=1C=C(C(=O)OC)C=CC1)C=1C=NC=CC1)C1=C(C=C(C=C1)Cl)Cl (methyl 3-{[trans-5-amino-4-(2,4-dichlorophenyl)-2-pyridin-3-ylcyclohex-1-en-1-yl]methoxy}benzoate). The yield is 76.1%. As a reaction SMILES: [Cl:1][C:2]1[CH:7]=[C:6]([Cl:8])[CH:5]=[CH:4][C:3]=1[C@H:9]1[C@H:14]([N+:15]([O-])=O)[CH2:13][C:12]([CH2:18][O:19][C:20]2[CH:21]=[C:22]([CH:27]=[CH:28][CH:29]=2)[C:23]([O:25][CH3:26])=[O:24])=[C:11]([C:30]2[CH:31]=[N:32][CH:33]=[CH:34][CH:35]=2)[CH2:10]1>[Zn].CO.C(O)(=O)C>[NH2:15][C@@H:14]1[CH2:13][C:12]([CH2:18][O:19][C:20]2[CH:21]=[C:22]([CH:27]=[CH:28][CH:29]=2)[C:23]([O:25][CH3:26])=[O:24])=[C:11]([C:30]2[CH:31]=[N:32][CH:33]=[CH:34][CH:35]=2)[CH2:10][C@H:9]1[C:3]1[CH:4]=[CH:5][C:6]([Cl:8])=[CH:7][C:2]=1[Cl:1] |f:2.3|. Procedure: To a solution of Example 9A (35 mg, 0.068 mmol) in mixture of methanol/acetic acid (0.5 mL/0.5 mL) Zn powder (45 mg, 0.68 mmol) was added at room temperature. The reaction mixture was stirred for thirty minutes, filtered, concentrated under reduced pressure and purified by high-pressure liquid chromotography (eluting with 0-70% acetonitrile/water and 0.1% trifluoroacetic acid) to provide the title compound (25 mg, 76%). 1H NMR (400 MHz, DMSO-d6) δ ppm 8.54-8.72 (m, 1H), 7.89-8.11 (m, 2H), 6.96-7... Starting materials: CC(=O)N1CCNCC1, CC(=O)O, Cc1cc(C=O)cc(NC(=O)OC(C)(C)C)c1, CC(Cl)Cl, [Na+], O=C([O-])O. Product: CC(=O)N1CCN(Cc2cc(C)cc(NC(=O)OC(C)(C)C)c2)CC1. RXN SMILES: [C:18]([CH3:19])(=[O:20])[N:21]1[CH2:22][CH2:23][NH:24][CH2:25][CH2:26]1.[C:27]([OH:28])(=[O:29])[CH3:30].[CH:1](=[O:2])[c:3]1[cH:4][c:5]([NH:10][C:11]([O:12][C:13]([CH3:14])([CH3:15])[CH3:16])=[O:17])[cH:6][c:7]([CH3:9])[cH:8]1.[Cl:31][CH:32]([Cl:33])[CH3:34].[Na+:39].[O-:35][C:36]([OH:37])=[O:38]>>[CH2:1]([c:3]1[cH:4][c:5]([NH:10][C:11]([O:12][C:13]([CH3:14])([CH3:15])[CH3:16])=[O:17])[cH:6][c:7]([CH3:9])[cH:8]1)[N:24]1[CH2:23][CH2:22][N:21]([C:18]([CH3:19])=[O:20])[CH2:26][CH2:25]1.